This data is from the Open Reaction Database (ORD), a public repository of structured organic reaction records. The task is: describe an organic reaction: reactants, conditions, products, and yield Reactants: purine nucleoside, [C@@H]1([C@H](O)[C@H](O)[C@@H](CO)O1)N1C(=O)NC(=O)C=C1 (uridine), NC1=NC(=C2NC=NC2=N1)I (2-Amino-6-iodopurine), C1=CN(C(=O)NC1=O)[C@H]2[C@H]([C@@H]([C@H](O2)CO)O)O (uracil arabinoside), [N-]=[N+]=[N-].[K+] (potassium azide), [C@@H]1([C@H](O)[C@H](O)[C@@H](CO)O1)N1C(=O)NC(=O)C=C1 (uridine). Solvent: P(=O)([O-])([O-])[O-].[K+].[K+].[K+] (potassium phosphate). Run at temperature 37 celsius. Yields the product [C@@H]1([C@@H](O)[C@H](O)[C@H](O1)CO)N1C2=NC(=NC(=C2N=C1)I)N (9-β-D-arabinofuranosyl-2-amino-6-iodo-9H-purine). Isolated yield 11.0%. Reaction SMILES: [NH2:1][C:2]1[N:10]=[C:9]2[C:5]([NH:6][CH:7]=[N:8]2)=[C:4]([I:11])[N:3]=1.C1C(=O)NC(=O)N([C@@H:20]2[O:24][C@H:23]([CH2:25][OH:26])[C@@H:22]([OH:27])[C@@H:21]2[OH:28])C=1.[N-]=[N+]=[N-].[K+].[C@@H]1(N2C=CC(=O)NC2=O)O[C@H](CO)[C@@H](O)[C@H]1O>P([O-])([O-])([O-])=O.[K+].[K+].[K+]>[C@@H:20]1([N:8]2[CH:7]=[N:6][C:5]3[C:9]2=[N:10][C:2]([NH2:1])=[N:3][C:4]=3[I:11])[O:24][C@H:23]([CH2:25][OH:26])[C@@H:22]([OH:27])[C@@H:21]1[OH:28] |f:2.3,5.6.7.8|. Reported procedure: 2-Amino-6-iodopurine (Sigma Chemicals, St. Louis. Mo.) (25.5 mmoles, 6.75 g) and uracil arabinoside (61.9 mmoles, 15.1 g) were combined in 0.31 liters of 10 mM potassium phosphate pH 6.9 with 0.02% potassium azide. Purified purine nucleoside phosphorylase (17000 units) and uridine phosphorylase (2000 units) were added and the solution stirred at 37° C. After 18 days an additional 5700 units of uridine phosphorylase were added. Fifty-seven days later the reaction was filtered and the filtrate chr...